describe an organic reaction: reactants, conditions, products, and yield From a dataset of the Open Reaction Database (ORD), a public repository of structured organic reaction records. The reactants are crude salt, C([O-])(O)=O.[Na+] (sodium bicarbonate), NC1=NC=CC=C1C (2-amino-3-methylpyridine), Cl (hydrogen chloride), COC(CC(OC)OC)OC (1,1,3,3-tetramethoxypropane). The solvent is O (water), C(C)O (ethanol). Run at time 1 hour. The product is C(=O)C=CNC1=NC=CC=C1C (1-formyl-2-(3-methylpyrid-2-ylamino)ethene). As a reaction SMILES: [NH2:1][C:2]1[C:7]([CH3:8])=[CH:6][CH:5]=[CH:4][N:3]=1.Cl.C[O:11][CH:12](OC)[CH2:13][CH:14](OC)OC.C(=O)(O)[O-].[Na+]>C(O)C.O>[CH:12]([CH:13]=[CH:14][NH:1][C:2]1[C:7]([CH3:8])=[CH:6][CH:5]=[CH:4][N:3]=1)=[O:11] |f:3.4|. Procedure details: A solution of 2-amino-3-methylpyridine (53.9 g) and anhydrous hydrogen chloride (40 g) in anhydrous ethanol (960 ml) was treated with 1,1,3,3-tetramethoxypropane and heated at reflux for 6 hours. The solution was then concentrated to dryness under reduced pressure and the residue was triturated with diethyl ether, to give crude 9-methylpyrido[1,2-a]pyrimidinium chloride (76 g). This crude salt was dissolved in water (300 ml) and treated with sodium bicarbonate (35.4 g). The mixture was stirred a... Reactants: C(C)(C)N(CC)C(C)C (diisopropylethylamine), C(C)(C)(C)OC(=O)N1C(C(CCC1)C1=CC=CC=C1)C(=O)O (1-(tert-butoxycarbonyl)-3-phenylpiperidine-2-carboxylic acid), C(C1=CC=CC=C1)N (benzyl amine), ON1N=NC2=C1C=CC=C2 (1-hydroxybenzotriazole), Cl.CN(CCCN=C=NCC)C (1-(3-dimethylaminopropyl)-3-ethylcarbodiimide hydrochloride). The solvent is CN(C)C=O (DMF), CCOC(=O)C (EtOAc). Conditions: time 1 hour. Product: C(C1=CC=CC=C1)NC(=O)C1N(CCCC1C1=CC=CC=C1)C(=O)OC(C)(C)C (tert-butyl 2-[(benzylamino)carbonyl]-3-phenylpiperidine-1-carboxylate). Isolated yield 100.0%. As a reaction SMILES: [C:1]([O:5][C:6]([N:8]1[CH2:13][CH2:12][CH2:11][CH:10]([C:14]2[CH:19]=[CH:18][CH:17]=[CH:16][CH:15]=2)[CH:9]1[C:20](O)=[O:21])=[O:7])([CH3:4])([CH3:3])[CH3:2].[CH2:23]([NH2:30])[C:24]1[CH:29]=[CH:28][CH:27]=[CH:26][CH:25]=1.ON1C2C=CC=CC=2N=N1.Cl.CN(C)CCCN=C=NCC.C(N(C(C)C)CC)(C)C>CN(C=O)C.CCOC(C)=O>[CH2:23]([NH:30][C:20]([CH:9]1[CH:10]([C:14]2[CH:15]=[CH:16][CH:17]=[CH:18][CH:19]=2)[CH2:11][CH2:12][CH2:13][N:8]1[C:6]([O:5][C:1]([CH3:2])([CH3:3])[CH3:4])=[O:7])=[O:21])[C:24]1[CH:29]=[CH:28][CH:27]=[CH:26][CH:25]=1 |f:3.4|. Reported procedure: To a solution of 1-(tert-butoxycarbonyl)-3-phenylpiperidine-2-carboxylic acid (1.03 g, 3.36 mmol) in DMF (5 ml) were added benzyl amine (0.4 ml, 3.70 mmol), 1-hydroxybenzotriazole (567 mg, 3.70 mmol), and 1-(3-dimethylaminopropyl)-3-ethylcarbodiimide hydrochloride (949 mg, 4.70 mmol). The reaction was adjusted to pH 7 with the addition of diisopropylethylamine and allowed to stir for 1 h. The reaction mixture was diluted with EtOAc, washed with saturated sodium bicarbonate (3×) and brine (2×), d... Product: Cc1cc(-c2ccc(C(F)(F)F)cc2)ccc1COc1ccc(C(=O)NCCC(=O)O)cc1. Reaction SMILES: [CH2:38]1[O:39][CH2:40][CH2:41][CH2:42]1.[CH3:1][O:2][C:3]([CH2:4][CH2:5][NH:6][C:7]([c:8]1[cH:9][cH:10][c:11]([O:14][CH2:15][c:16]2[c:17]([CH3:32])[cH:18][c:19](-[c:22]3[cH:23][cH:24][c:25]([C:28]([F:29])([F:30])[F:31])[cH:26][cH:27]3)[cH:20][cH:21]2)[cH:12][cH:13]1)=[O:33])=[O:34].[ClH:37].[Na+:36].[OH-:35]>>[O:2]=[C:3]([CH2:4][CH2:5][NH:6][C:7]([c:8]1[cH:9][cH:10][c:11]([O:14][CH2:15][c:16]2[c:17]([CH3:32])[cH:18][c:19](-[c:22]3[cH:23][cH:24][c:25]([C:28]([F:29])([F:30])[F:31])[cH:26][cH:27]3)[cH:20][cH:21]2)[cH:12][cH:13]1)=[O:33])[OH:34]. The reactants are C1CCOC1, COC(=O)CCNC(=O)c1ccc(OCc2ccc(-c3ccc(C(F)(F)F)cc3)cc2C)cc1, Cl, [Na+], [OH-]. Reactants: CCOc1cc2c(cc1OC)C(c1ccc(C(=O)O)cc1)=NC1CCN(C)CC21, CC(COCc1ccccc1)NCc1ccccc1. Product: CCOc1cc2c(cc1OC)C(c1ccc(C(=O)N(Cc3ccccc3)C(C)COCc3ccccc3)cc1)=NC1CCN(C)CC21. RXN SMILES: [CH2:1]([CH3:2])[O:3][c:4]1[cH:5][c:6]2[c:7]([cH:26][c:27]1[O:28][CH3:29])[C:8]([c:17]1[cH:18][cH:19][c:20]([C:21](=[O:22])[OH:23])[cH:24][cH:25]1)=[N:9][CH:10]1[CH2:11][CH2:12][N:13]([CH3:16])[CH2:14][CH:15]21.[CH2:30]([c:31]1[cH:32][cH:33][cH:34][cH:35][cH:36]1)[NH:37][CH:38]([CH2:39][O:40][CH2:41][c:42]1[cH:43][cH:44][cH:45][cH:46][cH:47]1)[CH3:48]>>[CH2:1]([CH3:2])[O:3][c:4]1[cH:5][c:6]2[c:7]([cH:26][c:27]1[O:28][CH3:29])[C:8]([c:17]1[cH:18][cH:19][c:20]([C:21](=[O:22])[N:37]([CH2:30][c:31]3[cH:32][cH:33][cH:34][cH:35][cH:36]3)[CH:38]([CH2:39][O:40][CH2:41][c:42]3[cH:43][cH:44][cH:45][cH:46][cH:47]3)[CH3:48])[cH:24][cH:25]1)=[N:9][CH:10]1[CH2:11][CH2:12][N:13]([CH3:16])[CH2:14][CH:15]21.